Dataset: the Open Reaction Database (ORD), a public repository of structured organic reaction records. Task: describe an organic reaction: reactants, conditions, products, and yield The reactants are ClC=1C=C(C=2N(N1)C=C(N2)CC(=O)OCC)N2CCOCC2 (Ethyl 2-(6-chloro-8-morpholinoimidazo[1,2-b]pyridazin-2-yl)acetate), C(=O)[O-].[NH4+] (ammonium formate). The reagents and catalysts are [Pd] (Pd on activated carbon). Solvent: C(Cl)Cl (DCM). Run at temperature 70 celsius, time 1 hour. Yields the product O1CCN(CC1)C=1C=2N(N=CC1)C=C(N2)CC(=O)OCC (Ethyl 2-(8-morpholinoimidazo[1,2-b]pyridazin-2-yl)acetate). Reaction SMILES: Cl[C:2]1[CH:3]=[C:4]([N:17]2[CH2:22][CH2:21][O:20][CH2:19][CH2:18]2)[C:5]2[N:6]([CH:8]=[C:9]([CH2:11][C:12]([O:14][CH2:15][CH3:16])=[O:13])[N:10]=2)[N:7]=1.C([O-])=O.[NH4+]>C(Cl)Cl.[Pd]>[O:20]1[CH2:19][CH2:18][N:17]([C:4]2[C:5]3[N:6]([CH:8]=[C:9]([CH2:11][C:12]([O:14][CH2:15][CH3:16])=[O:13])[N:10]=3)[N:7]=[CH:2][CH:3]=2)[CH2:22][CH2:21]1 |f:1.2|. Procedure: Compound 28b (1.00 g, 3.08 mmol) and 10% Pd on activated carbon (164 mg, 0.154 mmol) were placed in a 40 mL vial equipped with a stir bar and then the vial was evacuated and backflushed with argon. Dry THF (10 mL) was added followed by ammonium formate (388 mg, 6.16 mmol) and then the reaction was stirred at 70° C. for 1 h. The reaction was cooled to rt and diluted with DCM (200 mL). The solids were removed by filtration and then washed with DCM (2×50 mL). The combined filtrates were concentrate... Starting materials: Br.CN(CCCC1C2=C(CCC3=C1C=CC(=C3)O)C=CC=C2)C (5-(3-dimethylaminopropyl)-10,11-dihydro-5H-dibenzo[a,d]cyclohepten-2-ol Hydrobromide), C1COCCOCCOCCOCCOCCO1 (18-crown-6), [I-].[Na+] (sodium iodide), C([O-])([O-])=O.[Cs+].[Cs+] (cesium carbonate), BrCCCC(=O)OCC (ethyl 4-bromobutyrate). Run in CN(C)C=O (DMF), CC(=O)C (acetone). Conditions: temperature 90 celsius. The product is C(C)OC(CCCOC1=CC2=C(C(C3=C(CC2)C=CC=C3)CCCN(C)C)C=C1)=O (4-[5-(3-dimethylaminopropyl)-10,11-dihydro-5H-dibenzo[a,d]cyclohepten-2-yloxy]-butyric Acid Ethyl Ester). The yield is 82.6%. As a reaction SMILES: Br.[CH3:2][N:3]([CH3:23])[CH2:4][CH2:5][CH2:6][CH:7]1[C:13]2[CH:14]=[CH:15][C:16]([OH:18])=[CH:17][C:12]=2[CH2:11][CH2:10][C:9]2[CH:19]=[CH:20][CH:21]=[CH:22][C:8]1=2.[I-].[Na+].C(=O)([O-])[O-].[Cs+].[Cs+].C1OCCOCCOCCOCCOCCOC1.Br[CH2:51][CH2:52][CH2:53][C:54]([O:56][CH2:57][CH3:58])=[O:55]>CN(C=O)C.CC(C)=O>[CH2:57]([O:56][C:54](=[O:55])[CH2:53][CH2:52][CH2:51][O:18][C:16]1[CH:15]=[CH:14][C:13]2[CH:7]([CH2:6][CH2:5][CH2:4][N:3]([CH3:2])[CH3:23])[C:8]3[CH:22]=[CH:21][CH:20]=[CH:19][C:9]=3[CH2:10][CH2:11][C:12]=2[CH:17]=1)[CH3:58] |f:0.1,2.3,4.5.6|. Procedure: To 500 mg (1.32 mmol) of 6 was added 10 ml of freshly distilled acetone (distilled over anhydrous K2CO3) and 10 ml of anhydrous DMF. To this reaction mixture was added 450 mg (3.0 mmol) of sodium iodide, 2 g of 4° A molecular sieves, 2 g (6.13 mmol) of cesium carbonate and a catalytic amount of 18-crown-6. To this reaction mixture was added 500 μl (3.38 mmol) of ethyl 4-bromobutyrate and the reaction mixture was heated on an preheated oil bath (90° C.) under argon atmosphere for 18 hours. The mi...